Task: describe an organic reaction: reactants, conditions, products, and yield. Dataset: the Open Reaction Database (ORD), a public repository of structured organic reaction records The reactants are O.NN (hydrazine monohydrate), graphite, C(C=C)(=O)OC(CCCCCCCCCCCCCCCCC)OC=1C=C(C=C(C1OCCCCCCCCCCCCCCCCCC)OCCCCCCCCCCCCCCCCCC)[N+](=O)[O-] (3-(1′-acryloyloxyoctadecyloxy)-4,5-dioctadecyloxy nitrobenzene). The solvent is C(C)O (ethanol). Product: C(C=C)(=O)OC(CCCCCCCCCCCCCCCCC)OC=1C=C(N)C=C(C1OCCCCCCCCCCCCCCCCCC)OCCCCCCCCCCCCCCCCCC (3-(1′-acryloyloxyoctadecyloxy)-4,5-dioctadecyloxy aniline). Yield: 71.4%. As a reaction SMILES: O.NN.[C:4]([O:8][CH:9]([O:27][C:28]1[CH:29]=[C:30]([N+:72]([O-])=O)[CH:31]=[C:32]([O:53][CH2:54][CH2:55][CH2:56][CH2:57][CH2:58][CH2:59][CH2:60][CH2:61][CH2:62][CH2:63][CH2:64][CH2:65][CH2:66][CH2:67][CH2:68][CH2:69][CH2:70][CH3:71])[C:33]=1[O:34][CH2:35][CH2:36][CH2:37][CH2:38][CH2:39][CH2:40][CH2:41][CH2:42][CH2:43][CH2:44][CH2:45][CH2:46][CH2:47][CH2:48][CH2:49][CH2:50][CH2:51][CH3:52])[CH2:10][CH2:11][CH2:12][CH2:13][CH2:14][CH2:15][CH2:16][CH2:17][CH2:18][CH2:19][CH2:20][CH2:21][CH2:22][CH2:23][CH2:24][CH2:25][CH3:26])(=[O:7])[CH:5]=[CH2:6]>C(O)C>[C:4]([O:8][CH:9]([O:27][C:28]1[CH:29]=[C:30]([CH:31]=[C:32]([O:53][CH2:54][CH2:55][CH2:56][CH2:57][CH2:58][CH2:59][CH2:60][CH2:61][CH2:62][CH2:63][CH2:64][CH2:65][CH2:66][CH2:67][CH2:68][CH2:69][CH2:70][CH3:71])[C:33]=1[O:34][CH2:35][CH2:36][CH2:37][CH2:38][CH2:39][CH2:40][CH2:41][CH2:42][CH2:43][CH2:44][CH2:45][CH2:46][CH2:47][CH2:48][CH2:49][CH2:50][CH2:51][CH3:52])[NH2:72])[CH2:10][CH2:11][CH2:12][CH2:13][CH2:14][CH2:15][CH2:16][CH2:17][CH2:18][CH2:19][CH2:20][CH2:21][CH2:22][CH2:23][CH2:24][CH2:25][CH3:26])(=[O:7])[CH:5]=[CH2:6] |f:0.1|. Procedure: Thereafter, loaded were 3 ml of hydrazine monohydrate and 10 ml of ethanol in the presence of graphite, 3.9 g of 3-(1′-acryloyloxyoctadecyloxy)-4,5-dioctadecyloxy nitrobenzene was reduced via heat-refluxing for 24 hours. Via recrystallized from mix solution of chloroform-methanol to obtain 2.7 g of 3-(1′-acryloyloxyoctadecyloxy)-4,5-dioctadecyloxy aniline (yield: 71%). Reactants: N(=[N+]=[N-])C1C(N(CCCCCC1)C(C)C(=O)OC)=O (3-azido-1-(1-carbomethoxyethyl)- perhydroazonin-2-one). The solvent is [OH-].[Na+] (NaOH). The product is N(=[N+]=[N-])C1C(N(CCCCCC1)C(C)C(=O)O)=O (3-azido-1-(1-carboxyethyl)perhydroazonin-2-one). Reaction SMILES: [N:1]([CH:4]1[CH2:12][CH2:11][CH2:10][CH2:9][CH2:8][CH2:7][N:6]([CH:13]([C:15]([O:17]C)=[O:16])[CH3:14])[C:5]1=[O:19])=[N+:2]=[N-:3]>[OH-].[Na+]>[N:1]([CH:4]1[CH2:12][CH2:11][CH2:10][CH2:9][CH2:8][CH2:7][N:6]([CH:13]([C:15]([OH:17])=[O:16])[CH3:14])[C:5]1=[O:19])=[N+:2]=[N-:3] |f:1.2|. Procedure: Add 170 mg of this azide to a suspension of 30 mg NaH in 3 ml THF followed by a solution of 400 mg methyl 2-iodoproprionate in 2 ml THF. Heat the reaction mixture under nitrogen at 55° for 18 hr. Cool the reaction and add a few drops of H2O followed by ether. Wash the mixture with 5% NaHSO3, water, and brine. Dry the organic phase and concentrate in vacuo. Chromatograph this crude product on silica gel eluting with ethyl acetatehexane and isolate 3-azido-1-(1-carbomethoxyethyl)- perhydroazonin-2...